Dataset: the Open Reaction Database (ORD), a public repository of structured organic reaction records. Task: describe an organic reaction: reactants, conditions, products, and yield Reactants: O=C1C(CN(C2=C(N1)C=C(C=C2)C)C(C)=O)NC(=O)OC(C)(C)C (2-Oxo-3-tert-butoxycarbonylamino-5-acetyl-8-methyl-1,3,4,5-tetrahydro-2H-1,5-benzodiazepine), Cl (hydrochloric acid), BrCC(=O)C1=C(C=CC=C1)C (2-bromo-2′-methylacetophenone), [OH-].[Na+] (sodium hydroxide). The reagents and catalysts are [Br-].C(CCC)[N+](CCCC)(CCCC)CCCC (tetra n-butylammonium bromide). Run in C1(=CC=CC=C1)C (toluene). Reaction conditions: time 2 hour. The product is C=1(C(=CC=CC1)C(=O)CN1C(C(CN(C2=C1C=C(C=C2)C)C(C)=O)NC(=O)OC(C)(C)C)=O)C (1-(2-toluoylmethyl)-2-oxo-3-tert-butoxycarbonylamino-5-acetyl-8-methyl-1,3,4,5-tetrahydro-2H-1,5-benzodiazepine). The yield is 79.9%. Reaction SMILES: [O:1]=[C:2]1[NH:8][C:7]2[CH:9]=[C:10]([CH3:13])[CH:11]=[CH:12][C:6]=2[N:5]([C:14](=[O:16])[CH3:15])[CH2:4][CH:3]1[NH:17][C:18]([O:20][C:21]([CH3:24])([CH3:23])[CH3:22])=[O:19].Br[CH2:26][C:27]([C:29]1[CH:34]=[CH:33][CH:32]=[CH:31][C:30]=1[CH3:35])=[O:28].[OH-].[Na+].Cl>C1(C)C=CC=CC=1.[Br-].C([N+](CCCC)(CCCC)CCCC)CCC>[C:30]1([CH3:35])[C:29]([C:27]([CH2:26][N:8]2[C:7]3[CH:9]=[C:10]([CH3:13])[CH:11]=[CH:12][C:6]=3[N:5]([C:14](=[O:16])[CH3:15])[CH2:4][CH:3]([NH:17][C:18]([O:20][C:21]([CH3:24])([CH3:23])[CH3:22])=[O:19])[C:2]2=[O:1])=[O:28])=[CH:34][CH:33]=[CH:32][CH:31]=1 |f:2.3,6.7|. Procedure details: 2-Oxo-3-tert-butoxycarbonylamino-5-acetyl-8-methyl-1,3,4,5-tetrahydro-2H-1,5-benzodiazepine (1.30 g) was suspended in toluene (18 ml), 2-bromo-2′-methylacetophenone (1.00 g), 1N aqueous sodium hydroxide (9 ml) and tetra n-butylammonium bromide (20 mg) were added thereto, and the mixture was stirred for 2 hours at room temperature. The reaction mixture was weakly acidified with 1N hydrochloric acid, extracted with methylene chloride. The organic layer was washed with saturated aqueous sodium bica... Starting materials: C(CCC)N (butylamine), Cl (hydrochloric acid), C1(=CC=C(C=C1)S(=O)(=O)Cl)C (p-toluenesulfonyl chloride). The solvent is C(Cl)Cl (methylene chloride), [OH-].[Na+] (sodium hydroxide). Run at temperature 0 celsius, time 1 hour. Product: C(CCC)NS(=O)(=O)C1=CC=C(C=C1)C (N-butyl-4-methyl-benzenesulfonamide). As a reaction SMILES: [CH2:1]([NH2:5])[CH2:2][CH2:3][CH3:4].[C:6]1([CH3:16])[CH:11]=[CH:10][C:9]([S:12](Cl)(=[O:14])=[O:13])=[CH:8][CH:7]=1.Cl>C(Cl)Cl.[OH-].[Na+]>[CH2:1]([NH:5][S:12]([C:9]1[CH:10]=[CH:11][C:6]([CH3:16])=[CH:7][CH:8]=1)(=[O:14])=[O:13])[CH2:2][CH2:3][CH3:4] |f:4.5|. Procedure: Dissolve butylamine (10 mmol) in methylene chloride (50 mL) and 10% sodium hydroxide (50 mL). Cool to 0° C. Add excess p-toluenesulfonyl chloride with stirring. After 1 hour allow the reaction to warm to room temperature and stir for 2 days. Neutralize the reaction with 0.5N hydrochloric acid and extract the aqueous with methylene chloride (2×100 mL). Rinse the combined organic extracts with water (100 mL), brine (100 mL), dry over anhydrous sodium sulfate, filter and concentrate under vacuum to... Reactants: C(C1=CC=CC=C1)=O (benzaldehyde), ClC1=CC=C(C=C1)NO (p-Chlorophenylhydroxylamine), C1(=CC=CC=C1)C(=[N+]([O-])Cl)C1=CC=CC=C1 (α-phenyl-N-chlorophenylnitrone). The solvent is C(C)O (ethanol). The product is C1(=CC=CC=C1)C=[N+]([O-])C1=CC=C(C=C1)Cl (α-Phenyl-N-p-chlorophenylnitrone). RXN SMILES: [Cl:1][C:2]1[CH:7]=[CH:6][C:5]([NH:8][OH:9])=[CH:4][CH:3]=1.[CH:10](=O)[C:11]1[CH:16]=[CH:15][CH:14]=[CH:13][CH:12]=1.C1(C(C2C=CC=CC=2)=[N+](Cl)[O-])C=CC=CC=1>C(O)C>[C:11]1([CH:10]=[N+:8]([C:5]2[CH:6]=[CH:7][C:2]([Cl:1])=[CH:3][CH:4]=2)[O-:9])[CH:16]=[CH:15][CH:14]=[CH:13][CH:12]=1. Reported procedure: p-Chlorophenylhydroxylamine (0.05 moles) was dissolved in warm 95% ethanol (20 cc) and was treated with benzaldehyde (0.05 moles) with vigorous stirring. The solid which formed was collected, washed with 95% ethanol, and recrystallized from ethanol to give 512 g. of α-phenyl-N-chlorophenylnitrone (m.p. 179°-82°). The reactants are CCOC(=O)CC(=O)Cc1ccc(Cl)cc1, CC(=O)O, Nc1ccccc1Cl, O=N[O-], [Na+], O. The product is CCOC(=O)C(=NNc1ccccc1Cl)C(=O)Cc1ccc(Cl)cc1. Reaction SMILES: [CH2:13]([CH3:14])[O:15][C:16]([CH2:17][C:18]([CH2:19][c:20]1[cH:21][cH:22][c:23]([Cl:26])[cH:24][cH:25]1)=[O:27])=[O:28].[CH3:30][C:31](=[O:32])[OH:33].[Cl:5][c:6]1[c:7]([NH2:8])[cH:9][cH:10][cH:11][cH:12]1.[N:1]([O-:2])=[O:3].[Na+:4].[OH2:29]>>[N:1]([NH:8][c:7]1[c:6]([Cl:5])[cH:12][cH:11][cH:10][cH:9]1)=[C:17]([C:16]([O:15][CH2:13][CH3:14])=[O:28])[C:18]([CH2:19][c:20]1[cH:21][cH:22][c:23]([Cl:26])[cH:24][cH:25]1)=[O:27]. Starting materials: CC(C)N=C=O, ClCCl, CCOCc1nc2c(N)nc3cccnc3c2n1CC(C)(C)N. Yields the product CCOCc1nc2c(N)nc3cccnc3c2n1CC(C)(C)NC(=O)NC(C)C. Reaction SMILES: [CH:1]([CH3:2])([CH3:3])[N:4]=[C:5]=[O:6].[Cl:30][CH2:31][Cl:32].[NH2:7][C:8]([CH2:9][n:10]1[c:11]([CH2:24][O:25][CH2:26][CH3:27])[n:12][c:13]2[c:14]([NH2:23])[n:15][c:16]3[cH:17][cH:18][cH:19][n:20][c:21]3[c:22]12)([CH3:28])[CH3:29]>>[CH:1]([CH3:2])([CH3:3])[NH:4][C:5](=[O:6])[NH:7][C:8]([CH2:9][n:10]1[c:11]([CH2:24][O:25][CH2:26][CH3:27])[n:12][c:13]2[c:14]([NH2:23])[n:15][c:16]3[cH:17][cH:18][cH:19][n:20][c:21]3[c:22]12)([CH3:28])[CH3:29]. Procedure: A mixture of 4-benzyloxybenzyl chloride (11.60 g), ethyl 3-(4-fluorophenyl)-1H-pyrazole-4-carboxylate (11.70 g), potassium carbonate (13.80 g) and N,N-dimethylformamide (150 ml) was stirred at room temperature for 5 hours. The reaction mixture was poured into water, and extracted with ethyl acetate. The ethyl acetate layer was washed with saturated aqueous sodium chloride solution, dried (MgSO4) and concentrated. The resulting colorless crystals were collected by filtration to obtain ethyl 1-(4-... Solvent: O (water). The reactants are C(C1=CC=CC=C1)OC1=CC=C(CCl)C=C1 (4-benzyloxybenzyl chloride), FC1=CC=C(C=C1)C1=NNC=C1C(=O)OCC (ethyl 3-(4-fluorophenyl)-1H-pyrazole-4-carboxylate), C([O-])([O-])=O.[K+].[K+] (potassium carbonate), CN(C=O)C (N,N-dimethylformamide). Isolated yield 78.8%. Product: C(C1=CC=CC=C1)OC1=CC=C(CN2N=C(C(=C2)C(=O)OCC)C2=CC=C(C=C2)F)C=C1 (ethyl 1-(4-benzyloxybenzyl)-3-(4-fluorophenyl)-1H-pyrazole-4-carboxylate). Reaction conditions: time 5 hour. RXN SMILES: [CH2:1]([O:8][C:9]1[CH:16]=[CH:15][C:12]([CH2:13]Cl)=[CH:11][CH:10]=1)[C:2]1[CH:7]=[CH:6][CH:5]=[CH:4][CH:3]=1.[F:17][C:18]1[CH:23]=[CH:22][C:21]([C:24]2[C:28]([C:29]([O:31][CH2:32][CH3:33])=[O:30])=[CH:27][NH:26][N:25]=2)=[CH:20][CH:19]=1.C(=O)([O-])[O-].[K+].[K+].CN(C)C=O>O>[CH2:1]([O:8][C:9]1[CH:16]=[CH:15][C:12]([CH2:13][N:26]2[CH:27]=[C:28]([C:29]([O:31][CH2:32][CH3:33])=[O:30])[C:24]([C:21]3[CH:20]=[CH:19][C:18]([F:17])=[CH:23][CH:22]=3)=[N:25]2)=[CH:11][CH:10]=1)[C:2]1[CH:7]=[CH:6][CH:5]=[CH:4][CH:3]=1 |f:2.3.4|.